This data is from the Open Reaction Database (ORD), a public repository of structured organic reaction records. The task is: describe an organic reaction: reactants, conditions, products, and yield Reactants: CCOC(=O)COc1ccc(Sc2cc(O)cc(C#Cc3ccc(Cl)cc3)c2)cc1Cl, CCCCP(CCCC)CCCC, C1CCOC1, OCCCN1CCCCC1, O=C(N=NC(=O)N1CCCCC1)N1CCCCC1. Yields the product CCOC(=O)COc1ccc(Sc2cc(C#Cc3ccc(Cl)cc3)cc(OCCCN3CCCCC3)c2)cc1Cl. RXN SMILES: [CH2:1]([CH3:2])[O:3][C:4]([CH2:5][O:6][c:7]1[c:8]([Cl:30])[cH:9][c:10]([S:13][c:14]2[cH:15][c:16]([C:21]#[C:22][c:23]3[cH:24][cH:25][c:26]([Cl:29])[cH:27][cH:28]3)[cH:17][c:18]([OH:20])[cH:19]2)[cH:11][cH:12]1)=[O:31].[CH2:42]([P:43]([CH2:44][CH2:45][CH2:46][CH3:47])[CH2:48][CH2:49][CH2:50][CH3:51])[CH2:52][CH2:53][CH3:54].[CH2:73]1[O:74][CH2:75][CH2:76][CH2:77]1.[N:32]1([CH2:38][CH2:39][CH2:40][OH:41])[CH2:33][CH2:34][CH2:35][CH2:36][CH2:37]1.[N:55]([C:56]([N:57]1[CH2:58][CH2:59][CH2:60][CH2:61][CH2:62]1)=[O:63])=[N:64][C:65]([N:66]1[CH2:67][CH2:68][CH2:69][CH2:70][CH2:71]1)=[O:72]>>[CH2:1]([CH3:2])[O:3][C:4]([CH2:5][O:6][c:7]1[c:8]([Cl:30])[cH:9][c:10]([S:13][c:14]2[cH:15][c:16]([C:21]#[C:22][c:23]3[cH:24][cH:25][c:26]([Cl:29])[cH:27][cH:28]3)[cH:17][c:18]([O:20][CH2:40][CH2:39][CH2:38][N:32]3[CH2:33][CH2:34][CH2:35][CH2:36][CH2:37]3)[cH:19]2)[cH:11][cH:12]1)=[O:31]. Starting materials: CCN1CCCCCC1, CCOC(C)=O, Cc1ccc(-c2ccc3c(c2)C=C(C(=O)Nc2ccc(CCl)cc2)CC3)cc1, CN(C)C=O. Yields the product CC[N+]1(Cc2ccc(NC(=O)C3=Cc4cc(-c5ccc(C)cc5)ccc4CC3)cc2)CCCCCC1, [Cl-]. As a reaction SMILES: [CH2:29]([CH3:30])[N:31]1[CH2:32][CH2:33][CH2:34][CH2:35][CH2:36][CH2:37]1.[CH3:38][CH2:39][O:40][C:41](=[O:42])[CH3:43].[Cl:1][CH2:2][c:3]1[cH:4][cH:5][c:6]([NH:9][C:10](=[O:11])[C:12]2=[CH:13][c:14]3[cH:15][c:16](-[c:22]4[cH:23][cH:24][c:25]([CH3:28])[cH:26][cH:27]4)[cH:17][cH:18][c:19]3[CH2:20][CH2:21]2)[cH:7][cH:8]1.[O:44]=[CH:45][N:46]([CH3:47])[CH3:48]>>[CH2:2]([c:3]1[cH:4][cH:5][c:6]([NH:9][C:10](=[O:11])[C:12]2=[CH:13][c:14]3[cH:15][c:16](-[c:22]4[cH:23][cH:24][c:25]([CH3:28])[cH:26][cH:27]4)[cH:17][cH:18][c:19]3[CH2:20][CH2:21]2)[cH:7][cH:8]1)[N+:31]1([CH2:29][CH3:30])[CH2:32][CH2:33][CH2:34][CH2:35][CH2:36][CH2:37]1.[Cl-:1]. Reactants: BrC1=CC(=C(OCCO)C(=C1)C)C (2-(4-bromo-2,6-dimethylphenoxy)ethanol), [OH-].[Na+] (sodium hydroxide), COS(=O)(=O)OC (Dimethylsulphate), N (ammonia), S(=O)(=O)(OC)OC (Dimethyl sulphate). Solvent: O (water), C(Cl)Cl (methylene chloride), O (water). Run at time 12 hour. Yields the product BrC1=CC(=C(OCCOC)C(=C1)C)C (1-(4-bromo-2,6-dimethylphenoxy)-2-methoxyethane). RXN SMILES: [Br:1][C:2]1[CH:11]=[C:10]([CH3:12])[C:5]([O:6][CH2:7][CH2:8][OH:9])=[C:4]([CH3:13])[CH:3]=1.[OH-].[Na+].S(OC)(O[CH3:20])(=O)=O.N>C(Cl)Cl.O>[Br:1][C:2]1[CH:3]=[C:4]([CH3:13])[C:5]([O:6][CH2:7][CH2:8][O:9][CH3:20])=[C:10]([CH3:12])[CH:11]=1 |f:1.2|. Reported procedure: A solution of 2-(4-bromo-2,6-dimethylphenoxy)ethanol (15 g) in methylene chloride (100 ml) was added to a stirred solution of sodium hydroxide (50 g) in water (50 ml) at 5° C. Dimethyl sulphate (8.6 ml) was added dropwise to the stirred solution at 5° C. over 30 minutes. The mixture was stirred at ambient temperature for 12 hours. Dimethylsulphate (5 ml) was added at ambient temperature and the mixture stirred for a further 2 hours. The mixture was cooled to 0° C. and a solution of ammonia (10 m... Reactants: Cc1cc(-c2ccc(Cl)cc2)c(Br)c(NN)n1, Cc1nc(Cl)cc(-c2ccc(Cl)cc2)c1Br. The product is Cc1nc(NN)cc(-c2ccc(Cl)cc2)c1Br. Reaction SMILES: [Br:17][c:18]1[c:19]([NH:32][NH2:33])[n:20][c:21]([CH3:22])[cH:23][c:24]1-[c:25]1[cH:26][cH:27][c:28]([Cl:29])[cH:30][cH:31]1.[Br:1][c:2]1[c:3]([CH3:16])[n:4][c:5]([Cl:15])[cH:6][c:7]1-[c:8]1[cH:9][cH:10][c:11]([Cl:14])[cH:12][cH:13]1>>[Br:1][c:2]1[c:3]([CH3:16])[n:4][c:5]([NH:32][NH2:33])[cH:6][c:7]1-[c:8]1[cH:9][cH:10][c:11]([Cl:14])[cH:12][cH:13]1. Reactants: CCOC(=O)CN1CCC(Cc2ccccc2)C1=O, CCO, [Na+], [OH-]. Yields the product O=C(O)CN1CCC(Cc2ccccc2)C1=O. RXN SMILES: [CH2:1]([c:2]1[cH:3][cH:4][cH:5][cH:6][cH:7]1)[CH:8]1[C:9](=[O:19])[N:10]([CH2:13][C:14](=[O:15])[O:16][CH2:17][CH3:18])[CH2:11][CH2:12]1.[CH3:22][CH2:23][OH:24].[Na+:21].[OH-:20]>>[CH2:1]([c:2]1[cH:3][cH:4][cH:5][cH:6][cH:7]1)[CH:8]1[C:9](=[O:19])[N:10]([CH2:13][C:14](=[O:15])[OH:16])[CH2:11][CH2:12]1.